Dataset: the Open Reaction Database (ORD), a public repository of structured organic reaction records. Task: describe an organic reaction: reactants, conditions, products, and yield Reactants: O=C([O-])[O-], COc1ccc(C(=O)Nc2cccc3[nH]ccc23)c(O)c1, CC(C)=O, ClCC1CO1, [K+], [K+]. Yields the product COc1ccc(C(=O)Nc2cccc3[nH]ccc23)c(OCC2CO2)c1. RXN SMILES: [C:22](=[O:23])([O-:24])[O-:25].[CH3:1][O:2][c:3]1[cH:4][c:5]([OH:21])[c:6]([C:7](=[O:8])[NH:9][c:10]2[c:11]3[cH:12][cH:13][nH:14][c:15]3[cH:16][cH:17][cH:18]2)[cH:19][cH:20]1.[CH3:33][C:34](=[O:35])[CH3:36].[Cl:28][CH2:29][CH:30]1[CH2:31][O:32]1.[K+:26].[K+:27]>>[CH3:1][O:2][c:3]1[cH:4][c:5]([O:21][CH2:29][CH:30]2[CH2:31][O:32]2)[c:6]([C:7](=[O:8])[NH:9][c:10]2[c:11]3[cH:12][cH:13][nH:14][c:15]3[cH:16][cH:17][cH:18]2)[cH:19][cH:20]1. Reaction SMILES: [Br:25][CH2:26][CH2:27][C:28]#[N:29].[CH3:1][O:2][c:3]1[cH:4][cH:5][c:6](-[n:9]2[n:10][c:11]([C:19]([F:20])([F:21])[F:22])[c:12]3[c:13]2[C:14](=[O:18])[NH:15][CH2:16][CH2:17]3)[cH:7][cH:8]1.[CH3:30][N:31]([CH3:32])[CH:33]=[O:34].[H-:23].[Na+:24]>>[CH3:1][O:2][c:3]1[cH:4][cH:5][c:6](-[n:9]2[n:10][c:11]([C:19]([F:20])([F:21])[F:22])[c:12]3[c:13]2[C:14](=[O:18])[N:15]([CH2:26][CH2:27][C:28]#[N:29])[CH2:16][CH2:17]3)[cH:7][cH:8]1. Product: COc1ccc(-n2nc(C(F)(F)F)c3c2C(=O)N(CCC#N)CC3)cc1. The reactants are N#CCCBr, COc1ccc(-n2nc(C(F)(F)F)c3c2C(=O)NCC3)cc1, CN(C)C=O, [H-], [Na+]. Starting materials: [N+](=O)([O-])C=1C=NC2=CC=CC=C2C1NCCCCO (4-[(3-nitroquinolin-4-yl)amino]butan-1-ol), S(=O)(Cl)Cl (thionyl chloride). The product is ClCCCCNC1=C(C=NC2=CC=CC=C12)[N+](=O)[O-] (N-(4-chlorobutyl)-3-nitroquinolin-4-amine). The yield is 99.6%. As a reaction SMILES: [N+:1]([C:4]1[CH:5]=[N:6][C:7]2[C:12]([C:13]=1[NH:14][CH2:15][CH2:16][CH2:17][CH2:18]O)=[CH:11][CH:10]=[CH:9][CH:8]=2)([O-:3])=[O:2].S(Cl)([Cl:22])=O>>[Cl:22][CH2:18][CH2:17][CH2:16][CH2:15][NH:14][C:13]1[C:12]2[C:7](=[CH:8][CH:9]=[CH:10][CH:11]=2)[N:6]=[CH:5][C:4]=1[N+:1]([O-:3])=[O:2]. Procedure details: Using the general method of Example 19 Part A, 4-[(3-nitroquinolin-4-yl)amino]butan-1-ol (120 g, 0.459 mol) was chlorinated with thionyl chloride (109 g, 0.919 mol) to provide 127.9 g of N-(4-chlorobutyl)-3-nitroquinolin-4-amine as a yellow powder.